This data is from the Open Reaction Database (ORD), a public repository of structured organic reaction records. The task is: describe an organic reaction: reactants, conditions, products, and yield Reactants: C(C)(C)OC(C1=NC=CC(=C1)Cl)=O (4-chloropicolinic acid isopropyl ester), CC1(OB(OC1(C)C)C=1C=C2C(=NC1)C=CN2)C (6-(4,4,5,5-tetramethyl-1,3,2-dioxaborolan-2-yl)-1H-pyrrolo[3,2-b]pyridine), dppf(Pd)Cl2, C([O-])([O-])=O.[K+].[K+] (potassium carbonate). Solvent: C1(=CC=CC=C1)C (toluene). Reaction conditions: temperature 65 celsius. The product is N1C=CC2=NC=C(C=C21)C2=CC(=NC=C2)C(=O)OC(C)C (isopropyl 4-(1H-pyrrolo[3,2-b]pyridin-6-yl)picolinate). The yield is 56.9%. Reaction SMILES: [CH:1]([O:4][C:5](=[O:13])[C:6]1[CH:11]=[C:10](Cl)[CH:9]=[CH:8][N:7]=1)([CH3:3])[CH3:2].CC1(C)C(C)(C)OB([C:22]2[CH:23]=[C:24]3[NH:30][CH:29]=[CH:28][C:25]3=[N:26][CH:27]=2)O1.C(=O)([O-])[O-].[K+].[K+]>C1(C)C=CC=CC=1>[NH:30]1[C:24]2[C:25](=[N:26][CH:27]=[C:22]([C:10]3[CH:9]=[CH:8][N:7]=[C:6]([C:5]([O:4][CH:1]([CH3:3])[CH3:2])=[O:13])[CH:11]=3)[CH:23]=2)[CH:28]=[CH:29]1 |f:2.3.4|. Reported procedure: A mixture of 4-chloropicolinic acid isopropyl ester (1.5 g, 7.5 mmol), 6-(4,4,5,5-tetramethyl-1,3,2-dioxaborolan-2-yl)-1H-pyrrolo[3,2-b]pyridine (1.83 g, 7.5 mmol), dppf(Pd)Cl2 (270 mg, 5 mol %), and potassium carbonate (2.0 g, 15 mmol) in degassed toluene (8 mL), degassed water (4 mL) and degassed isopropanol (4 mL) was heated at 65° C. for 2 hours. The aqueous phase was discarded and the solvent removed under reduced pressure. The residue was purified by flash chromatography (rf: 0.41 in 20:1 ... Reactants: CC1CN(C(=O)OCc2ccccc2)CC(C)N1S(=O)(=O)c1ccc(C(C)(C)C)cc1, CO, [Pd]. The product is CC1CNCC(C)N1S(=O)(=O)c1ccc(C(C)(C)C)cc1. Reaction SMILES: [C:1]([CH3:2])([CH3:3])([CH3:4])[c:5]1[cH:6][cH:7][c:8]([S:11](=[O:12])(=[O:13])[N:14]2[CH:15]([CH3:31])[CH2:16][N:17]([C:21]([O:22][CH2:23][c:24]3[cH:25][cH:26][cH:27][cH:28][cH:29]3)=[O:30])[CH2:18][CH:19]2[CH3:20])[cH:9][cH:10]1.[CH3:32][OH:33].[Pd:34]>>[C:1]([CH3:2])([CH3:3])([CH3:4])[c:5]1[cH:6][cH:7][c:8]([S:11](=[O:12])(=[O:13])[N:14]2[CH:15]([CH3:31])[CH2:16][NH:17][CH2:18][CH:19]2[CH3:20])[cH:9][cH:10]1. Reactants: C(C1=CC=CC=C1)OC(=O)N1C[C@@H]([C@H](C1)C)C1(CC1)C(=O)OCC ((3S,4R)-1-Benzyloxycarbonyl-3-(1-ethoxycarbonylcyclopropyl)-4-methylpyrrolidine), [OH-].[Na+] (sodium hydroxide). Solvent: C(C)O (ethanol). Yields the product C(C1=CC=CC=C1)OC(=O)N1C[C@@H]([C@H](C1)C)C1(CC1)C(=O)O (1-[(3S,4R)-1-Benzyloxycarbonyl-4-methyl-3-pyrrolidinyl]cyclopropanecarboxylic acid). Yield: 108.1%. RXN SMILES: [CH2:1]([O:8][C:9]([N:11]1[CH2:15][C@H:14]([CH3:16])[C@@H:13]([C:17]2([C:20]([O:22]CC)=[O:21])[CH2:19][CH2:18]2)[CH2:12]1)=[O:10])[C:2]1[CH:7]=[CH:6][CH:5]=[CH:4][CH:3]=1.[OH-].[Na+]>C(O)C>[CH2:1]([O:8][C:9]([N:11]1[CH2:15][C@H:14]([CH3:16])[C@@H:13]([C:17]2([C:20]([OH:22])=[O:21])[CH2:18][CH2:19]2)[CH2:12]1)=[O:10])[C:2]1[CH:3]=[CH:4][CH:5]=[CH:6][CH:7]=1 |f:1.2|. Procedure details: (3S,4R)-1-Benzyloxycarbonyl-3-(1-ethoxycarbonylcyclopropyl)-4-methylpyrrolidine (1.17 g, 3.66 mmol) was dissolved in ethanol (100 ml), and the solution was mixed with a 1 N sodium hydroxide aqueous solution (11 ml) and heated under reflux for 8 hours. After completing the reaction, the solvent was evaporated and the resulting residue was mixed with a 0.5 N hydrochloric acid aqueous solution (30 ml). This was extracted with ethyl acetate (50 ml×3), and the organic layer was washed with water (50 ... The reactants are CCc1cc(-c2ccc(F)cc2)c(OCc2ccccc2)cc1OCCCCN, CCO, [H][H]. Product: CCc1cc(-c2ccc(F)cc2)c(O)cc1OCCCCN. As a reaction SMILES: [CH2:1]([c:2]1[cH:3][cH:4][cH:5][cH:6][cH:7]1)[O:8][c:9]1[c:10](-[c:23]2[cH:24][cH:25][c:26]([F:29])[cH:27][cH:28]2)[cH:11][c:12]([CH2:21][CH3:22])[c:13]([O:15][CH2:16][CH2:17][CH2:18][CH2:19][NH2:20])[cH:14]1.[CH3:32][CH2:33][OH:34].[H:30][H:31]>>[OH:8][c:9]1[c:10](-[c:23]2[cH:24][cH:25][c:26]([F:29])[cH:27][cH:28]2)[cH:11][c:12]([CH2:21][CH3:22])[c:13]([O:15][CH2:16][CH2:17][CH2:18][CH2:19][NH2:20])[cH:14]1. Starting materials: C(=O)(O)[O-].[Na+] (NaHCO3), COC=1C=C2C3=CC=C4C(=C3N(C2=CC1)C)C=NN4C (7-methoxy-3,10-dimethyl-3,10-dihydro-2,3,10-triaza-cyclopenta[a]fluorene), [Al+3].[Cl-].[Cl-].[Cl-] (AlCl3), CCS (EtSH). Solvent: C(Cl)Cl (CH2Cl2). Conditions: time 16 hour. Product: CN1N=CC=2C1=CC=C1C3=CC(=CC=C3N(C21)C)O (3,10-dimethyl-3,10-dihydro-2,3,10-triaza-cyclopenta[a]fluoren-7-ol). RXN SMILES: C[O:2][C:3]1[CH:4]=[C:5]2[C:13](=[CH:14][CH:15]=1)[N:12]([CH3:16])[C:11]1[C:6]2=[CH:7][CH:8]=[C:9]2[N:19]([CH3:20])[N:18]=[CH:17][C:10]2=1.[Al+3].[Cl-].[Cl-].[Cl-].CCS.C([O-])(O)=O.[Na+]>C(Cl)Cl>[CH3:20][N:19]1[C:9]2=[CH:8][CH:7]=[C:6]3[C:11]([N:12]([CH3:16])[C:13]4[C:5]3=[CH:4][C:3]([OH:2])=[CH:15][CH:14]=4)=[C:10]2[CH:17]=[N:18]1 |f:1.2.3.4,6.7|. Reported procedure: A mixture of 7-methoxy-3,10-dimethyl-3,10-dihydro-2,3,10-triaza-cyclopenta[a]fluorene (55 mg, 0.21 mmol), AlCl3 (0.84 mmol, 4.0 eq.) and EtSH (0.63 mmol, 3.0 eq.) in CH2Cl2 (2 mL) was stirred at room temperature for 16 hours. The reaction mixture was poured into cold saturated NaHCO3 solution, extracted with CH2Cl2, washed with brine and dried, concentrated to yield the crude product. The crude product was then purified by chromatography to yield the title compound as a white solid. Reactants: C(C1=CC=CC=C1)SC1=C2C3=C(NC2=CC(=C1)C(=O)O)N=CC(=C3)C (5-(benzylthio)-3-methyl-9H-pyrido[2,3-b]indole-7-carboxylic acid), C(C)S(=O)(=O)C=1C=C(C=CC1)C1=C2C3=C(NC2=CC(=C1)C(=O)N1CCN(CC1)C)N=CC(=C3)C ([5-(3-Ethanesulfonyl-phenyl)-3-methyl-9H-pyrido[2,3-b]indol-7-yl]-(4-methyl-piperazin-1-yl)-methanone). Yields the product C(C1=CC=CC=C1)SC1=C2C3=C(NC2=CC(=C1)C(=O)NCCN(C)C)N=CC(=C3)C (5-(benzylthio)-N-(2-(dimethylamino)ethyl)-3-methyl-9H-pyrido[2,3-b]indole-7-carboxamide). As a reaction SMILES: [CH2:1]([S:8][C:9]1[CH:17]=[C:16]([C:18]([OH:20])=O)[CH:15]=[C:14]2[C:10]=1[C:11]1[CH:24]=[C:23]([CH3:25])[CH:22]=[N:21][C:12]=1[NH:13]2)[C:2]1[CH:7]=[CH:6][CH:5]=[CH:4][CH:3]=1.C(S(C1C=C(C2C=C([C:46]([N:48]3[CH2:53]C[N:51](C)[CH2:50][CH2:49]3)=O)C=C3C=2C2C=C(C)C=NC=2N3)C=CC=1)(=O)=O)C>>[CH2:1]([S:8][C:9]1[CH:17]=[C:16]([C:18]([NH:51][CH2:50][CH2:49][N:48]([CH3:53])[CH3:46])=[O:20])[CH:15]=[C:14]2[C:10]=1[C:11]1[CH:24]=[C:23]([CH3:25])[CH:22]=[N:21][C:12]=1[NH:13]2)[C:2]1[CH:3]=[CH:4][CH:5]=[CH:6][CH:7]=1. Reported procedure: The title compound was synthesized from Compound 150 using an analogous procedure to that described in the preparation of Compound 140. 1H NMR (400 MHz, MeOD) δ ppm 2.53 (s, 3 H) 3.02 (s, 6 H) 3.43 (t, J=5.81 Hz, 2 H) 3.82 (t, J=5.81 Hz, 2 H) 4.42 (s, 2 H) 7.16-7.26 (m, 3 H) 7.31 (d, J=7.83 Hz, 2 H) 7.82 (d, J=1.26 Hz, 1 H) 7.96 (s, 1 H) 8.30 (s, 1 H) 8.80 (s, 1 H) [M+H] calc'd for C24H26N4OS, 419; found, 419. Reactants: Cn1c(CN2CCN(C(C)(C)C)CC2)nc2c(N3CCOCC3)nc(Cl)nc21, CC1(C)OB(c2cnc(N)c3ccccc23)OC1(C)C. Product: Cn1c(CN2CCN(C(C)(C)C)CC2)nc2c(N3CCOCC3)nc(-c3cnc(N)c4ccccc34)nc21. As a reaction SMILES: [C:1]([CH3:2])([CH3:3])([CH3:4])[N:5]1[CH2:6][CH2:7][N:8]([CH2:11][c:12]2[n:13]([CH3:28])[c:14]3[n:15][c:16]([Cl:27])[n:17][c:18]([N:21]4[CH2:22][CH2:23][O:24][CH2:25][CH2:26]4)[c:19]3[n:20]2)[CH2:9][CH2:10]1.[CH3:29][C:30]1([CH3:31])[C:32]([CH3:33])([CH3:34])[O:35][B:36]([c:37]2[cH:38][n:39][c:40]([NH2:47])[c:41]3[cH:42][cH:43][cH:44][cH:45][c:46]23)[O:48]1>>[C:1]([CH3:2])([CH3:3])([CH3:4])[N:5]1[CH2:6][CH2:7][N:8]([CH2:11][c:12]2[n:13]([CH3:28])[c:14]3[n:15][c:16](-[c:37]4[cH:38][n:39][c:40]([NH2:47])[c:41]5[cH:42][cH:43][cH:44][cH:45][c:46]45)[n:17][c:18]([N:21]4[CH2:22][CH2:23][O:24][CH2:25][CH2:26]4)[c:19]3[n:20]2)[CH2:9][CH2:10]1. Reactants: CCO, O=C1c2ccccc2C(=O)N1CCn1ccc([N+](=O)[O-])n1, NN, O. Product: NCCn1ccc([N+](=O)[O-])n1. RXN SMILES: [CH3:25][CH2:26][OH:27].[N+:1](=[O:2])([O-:3])[c:4]1[n:5][n:6]([CH2:9][CH2:10][N:11]2[C:12](=[O:13])[c:14]3[c:15]([cH:16][cH:17][cH:18][cH:19]3)[C:20]2=[O:21])[cH:7][cH:8]1.[NH2:23][NH2:24].[OH2:22]>>[N+:1](=[O:2])([O-:3])[c:4]1[n:5][n:6]([CH2:9][CH2:10][NH2:11])[cH:7][cH:8]1. Starting materials: C(C)(=O)OCC (ethyl acetate), O (Water), N(=O)[O-].[Na+] (sodium nitrite), NC1=C(C=C2C(=C1)OCO2)C=2C=C1C=C(C(=CC1=CC2)OC)OC (6-(2-Amino-4,5-methylenedioxyphenyl)-2,3-dimethoxy-naphthalene), diazonium. Solvent: hexanes, C(C)(=O)O (acetic acid), Cl (hydrochloric acid). Conditions: time 8 hour. The product is COC=1C(=CC=2C(=CC=C3C4=C(N=NC23)C=C2C(=C4)OCO2)C1)OC (2,3-Dimethoxy-8,9-methylenedioxy-dibenzo[c,h]cinnoline). Yield: 46.0%. RXN SMILES: [NH2:1][C:2]1[CH:7]=[C:6]2[O:8][CH2:9][O:10][C:5]2=[CH:4][C:3]=1[C:11]1[CH:12]=[C:13]2[C:18](=[CH:19][CH:20]=1)[CH:17]=[C:16]([O:21][CH3:22])[C:15]([O:23][CH3:24])=[CH:14]2.[N:25]([O-])=O.[Na+].O.C(OCC)(=O)C>C(O)(=O)C.Cl>[CH3:22][O:21][C:16]1[C:15]([O:23][CH3:24])=[CH:14][C:13]2[C:18]([CH:17]=1)=[CH:19][CH:20]=[C:11]1[C:12]=2[N:25]=[N:1][C:2]2[CH:7]=[C:6]3[O:8][CH2:9][O:10][C:5]3=[CH:4][C:3]1=2 |f:1.2|. Procedure details: 6-(2-Amino-4,5-methylenedioxyphenyl)-2,3-dimethoxy-naphthalene (13, 40 mg, 0.13 mmol) in acetic acid (2 mL) and concentrated hydrochloric acid (0.3 mL) was cooled to 0° C. and diazotised with a solution of sodium nitrite (0.09 g in 1.5 mL water). The diazonium solution was allowed to rise slowly to room temperature and left overnight. Water (50 mL) was added to the red solution with some precipitate. The resulting mixture was extracted with ethyl acetate, washed with diluted sodium hydroxide sol...